Dataset: the Open Reaction Database (ORD), a public repository of structured organic reaction records. Task: describe an organic reaction: reactants, conditions, products, and yield Starting materials: FC(S(=O)(=O)OC=1C(=C2C=CC=NC2=CC1C)Br)(F)F (5-bromo-7-methylquinolin-6-yl trifluoromethanesulfonate), C(CCC)[Sn](C=C)(CCCC)CCCC (tributyl(vinyl)stannane), [Cl-].[Li+] (lithium chloride). The reagents and catalysts are Cl[Pd]([P](C1=CC=CC=C1)(C2=CC=CC=C2)C3=CC=CC=C3)([P](C4=CC=CC=C4)(C5=CC=CC=C5)C6=CC=CC=C6)Cl (PdCl2(PPh3)2). Run in CN(C)C=O (DMF). Conditions: temperature 80 celsius. The product is BrC1=C2C=CC=NC2=CC(=C1C=C)C (5-bromo-7-methyl-6-vinylquinoline). Yield: 78.0%. RXN SMILES: FC(F)(F)S(O[C:7]1[C:8]([Br:18])=[C:9]2[C:14](=[CH:15][C:16]=1[CH3:17])[N:13]=[CH:12][CH:11]=[CH:10]2)(=O)=O.[CH2:21]([Sn](CCCC)(CCCC)C=C)[CH2:22]CC.[Cl-].[Li+]>CN(C=O)C.Cl[Pd](Cl)([P](C1C=CC=CC=1)(C1C=CC=CC=1)C1C=CC=CC=1)[P](C1C=CC=CC=1)(C1C=CC=CC=1)C1C=CC=CC=1>[Br:18][C:8]1[C:7]([CH:21]=[CH2:22])=[C:16]([CH3:17])[CH:15]=[C:14]2[C:9]=1[CH:10]=[CH:11][CH:12]=[N:13]2 |f:2.3,^1:45,64|. Procedure: A mixture of 5-bromo-7-methylquinolin-6-yl trifluoromethanesulfonate (230 mg, 0.62 mmol), tributyl(vinyl)stannane (200 μL, 0.68 mmol), lithium chloride (78 mg, 1.86 mmol) and PdCl2(PPh3)2 (43 mg) in DMF (10 mL) was heated at 80° C. for 16 hours, and then the volatile component was removed in vacuo. The residue was dissolved in ethyl acetate (100 mL), washed with NaHCO3 solution, water and brine, dried over Na2SO4, filtered and concentrated in vacuo. The residue was purified by flash chromatograp... Starting materials: Clc1nncc2cc(Br)ccc12, O=C([O-])[O-], CC#N, CC(C)(C)OC(=O)N1CC2CC1CN2, [K+], [K+]. The product is CC(C)(C)OC(=O)N1CC2CC1CN2c1nncc2cc(Br)ccc12. Reaction SMILES: [Br:1][c:2]1[cH:3][c:4]2[cH:5][n:6][n:7][c:8]([Cl:12])[c:9]2[cH:10][cH:11]1.[C:27](=[O:28])([O-:29])[O-:30].[CH3:33][C:34]#[N:35].[CH:13]12[N:14]([C:20](=[O:21])[O:22][C:23]([CH3:24])([CH3:25])[CH3:26])[CH2:15][CH:16]([NH:17][CH2:18]1)[CH2:19]2.[K+:31].[K+:32]>>[Br:1][c:2]1[cH:3][c:4]2[cH:5][n:6][n:7][c:8]([N:17]3[CH:16]4[CH2:15][N:14]([C:20](=[O:21])[O:22][C:23]([CH3:24])([CH3:25])[CH3:26])[CH:13]([CH2:18]3)[CH2:19]4)[c:9]2[cH:10][cH:11]1. Starting materials: [BH4-], CCCc1nc(CC)n(-c2ccc(OC(C)(C)C(=O)OCC)cc2)c(=O)c1Cc1ccc(-c2ccccc2C#N)cc1, CCO, CCOC(C)=O, [Ca+2], [Cl-], [Cl-], Cl, [Na+], C1CCOC1. Yields the product CCCc1nc(CC)n(-c2ccc(OC(C)(C)CO)cc2)c(=O)c1Cc1ccc(-c2ccccc2C#N)cc1. RXN SMILES: [BH4-:1].[C:6](#[N:7])[c:8]1[c:9](-[c:14]2[cH:15][cH:16][c:17]([CH2:20][c:21]3[c:22]([CH2:45][CH2:46][CH3:47])[n:23][c:24]([CH2:43][CH3:44])[n:25](-[c:28]4[cH:29][cH:30][c:31]([O:32][C:33]([C:34](=[O:35])[O:36][CH2:37][CH3:38])([CH3:39])[CH3:40])[cH:41][cH:42]4)[c:26]3=[O:27])[cH:18][cH:19]2)[cH:10][cH:11][cH:12][cH:13]1.[CH3:48][CH2:49][OH:50].[CH3:56][CH2:57][O:58][C:59](=[O:60])[CH3:61].[Ca+2:5].[Cl-:3].[Cl-:4].[ClH:62].[Na+:2].[O:51]1[CH2:52][CH2:53][CH2:54][CH2:55]1>>[C:6](#[N:7])[c:8]1[c:9](-[c:14]2[cH:15][cH:16][c:17]([CH2:20][c:21]3[c:22]([CH2:45][CH2:46][CH3:47])[n:23][c:24]([CH2:43][CH3:44])[n:25](-[c:28]4[cH:29][cH:30][c:31]([O:32][C:33]([CH2:34][OH:35])([CH3:39])[CH3:40])[cH:41][cH:42]4)[c:26]3=[O:27])[cH:18][cH:19]2)[cH:10][cH:11][cH:12][cH:13]1.